This data is from the Open Reaction Database (ORD), a public repository of structured organic reaction records. The task is: describe an organic reaction: reactants, conditions, products, and yield Starting materials: O (Water), COC1=C(OCC2CNCCO2)C=CC=C1 (2-[(2-methoxyphenoxy)methyl]morpholine), FC(C1=CC=C(CBr)C=C1)(F)F (4-trifluoromethylbenzylbromide), C([O-])([O-])=O.[K+].[K+] (potassium carbonate). The solvent is C(C)O (ethanol), CCOCC (ether). Product: C(C(=O)O)(=O)O.COC1=C(OCC2CN(CCO2)CC2=CC=C(C=C2)C(F)(F)F)C=CC=C1 ((±)2-[(2-methoxyphenoxy)methyl]-4-(4-trifluoromethylbenzyl)morpholine oxalic acid salt). RXN SMILES: [CH3:1][O:2][C:3]1[CH:16]=[CH:15][CH:14]=[CH:13][C:4]=1[O:5][CH2:6][CH:7]1[O:12][CH2:11][CH2:10][NH:9][CH2:8]1.[F:17][C:18]([F:28])([F:27])[C:19]1[CH:26]=[CH:25][C:22]([CH2:23]Br)=[CH:21][CH:20]=1.[C:29](=[O:32])([O-:31])[O-].[K+].[K+].[OH2:35]>C(O)C.CCOCC>[C:7]([OH:12])(=[O:35])[C:29]([OH:31])=[O:32].[CH3:1][O:2][C:3]1[CH:16]=[CH:15][CH:14]=[CH:13][C:4]=1[O:5][CH2:6][CH:7]1[O:12][CH2:11][CH2:10][N:9]([CH2:23][C:22]2[CH:21]=[CH:20][C:19]([C:18]([F:17])([F:27])[F:28])=[CH:26][CH:25]=2)[CH2:8]1 |f:2.3.4,8.9|. Reported procedure: The crude 2-[(2-methoxyphenoxy)methyl]morpholine (2.0 g, 9.0 mmol) was mixed with 4-trifluoromethylbenzylbromide (2.58 g, 10.8 mmol), potassium carbonate (6.84 g, 49.5 mmol) in ethanol (50 ml) and refluxed for 3.5 h. Water was added and the product was extracted with 2 portions of ethyl acetate. Drying and evaporation gave the crude free base. Dissolution in ether and precipitation with oxalic acid gave a salt that was purified by recrystallization from ethanol and then THF. Yield 430 mg, 10%, m... Reactants: C([O-])(O)=O.[Na+] (sodium bicarbonate), S(=O)([O-])S(=O)[O-].[Na+].[Na+] (sodium hydrosulfite), ClC1=C(C=CC=C1)CNC=1C=C(C(=O)O)C=CC1[N+](=O)[O-] (3-[(2-chlorophenyl)methyl]amino-4-nitrobenzoic acid), C([O-])(O)=O.[Na+] (sodium bicarbonate), S(=O)([O-])S(=O)[O-].[Na+].[Na+] (sodium hydrosulfite). Run in O1CCCC1 (tetrahydrofuran). Run at time 8 hour. Yields the product NC1=C(C=C(C(=O)O)C=C1)NCC1=C(C=CC=C1)Cl (4-amino-3-[(2-chlorophenyl)methyl]aminobenzoic acid). The yield is 93.5%. As a reaction SMILES: [Cl:1][C:2]1[CH:7]=[CH:6][CH:5]=[CH:4][C:3]=1[CH2:8][NH:9][C:10]1[CH:11]=[C:12]([CH:16]=[CH:17][C:18]=1[N+:19]([O-])=O)[C:13]([OH:15])=[O:14].C(=O)(O)[O-].[Na+].S(S([O-])=O)([O-])=O.[Na+].[Na+]>O1CCCC1>[NH2:19][C:18]1[CH:17]=[CH:16][C:12]([C:13]([OH:15])=[O:14])=[CH:11][C:10]=1[NH:9][CH2:8][C:3]1[CH:4]=[CH:5][CH:6]=[CH:7][C:2]=1[Cl:1] |f:1.2,3.4.5|. Procedure: A mixture of 3-[(2-chlorophenyl)methyl]amino-4-nitrobenzoic acid (6 g, 19.6 mmol), tetrahydrofuran (60 mL) and 5% sodium bicarbonate solution (50 mL) was treated portionwise with sodium hydrosulfite (4 g). The resulting clear solution had a pH of 6.29 that was adjusted to pH 7.15 by the addition of solid sodium bicarbonate. Additional sodium hydrosulfite was added (12 g) over several hours, and the mixture was stirred overnight. The tetrahydrofuran phase was separated, concentrated and triturate... The reactants are O=C(OOC(=O)c1ccccc1)c1ccccc1, ClC(Cl)Cl, CCOC(=O)c1cc(Oc2ccc(C(F)F)cc2)c2cc(C)oc2c1, O=C1CCC(=O)N1Br. Yields the product CCOC(=O)c1cc(Oc2ccc(C(F)F)cc2)c2cc(CBr)oc2c1. Reaction SMILES: [C:34]([O:35][O:36][C:37](=[O:38])[c:39]1[cH:40][cH:41][cH:42][cH:43][cH:44]1)(=[O:45])[c:46]1[cH:47][cH:48][cH:49][cH:50][cH:51]1.[Cl:52][CH:53]([Cl:54])[Cl:55].[F:1][CH:2]([c:3]1[cH:4][cH:5][c:6]([O:7][c:8]2[cH:9][c:10]([C:18](=[O:19])[O:20][CH2:21][CH3:22])[cH:11][c:12]3[c:13]2[cH:14][c:15]([CH3:17])[o:16]3)[cH:23][cH:24]1)[F:25].[O:26]=[C:27]1[N:28]([Br:33])[C:29](=[O:30])[CH2:31][CH2:32]1>>[F:1][CH:2]([c:3]1[cH:4][cH:5][c:6]([O:7][c:8]2[cH:9][c:10]([C:18](=[O:19])[O:20][CH2:21][CH3:22])[cH:11][c:12]3[c:13]2[cH:14][c:15]([CH2:17][Br:33])[o:16]3)[cH:23][cH:24]1)[F:25]. Starting materials: OC1=CC=CC=2C(C3=CC=CC=C3OC12)=O (4-Hydroxyxanthen-9-one), C([O-])([O-])=O.[K+].[K+] (potassium carbonate), ClC1=C(C(=CC(=C1)Cl)Cl)P(OCC)(=O)Cl (O-Ethyl (2,4,6-trichlorophenyl)phosphonochloridate). Run in C(C)#N (acetonitrile), C(C)#N (acetonitrile). Run at time 2 hour. Product: ClC1=C(C(=CC(=C1)Cl)Cl)P(OCC)(OC1=CC=CC=2C(C3=CC=CC=C3OC12)=O)=O (O-ethyl O-(xanthen-9-one-4-yl) (2,4,6-trichlorophenyl)phosphonate). Reaction SMILES: [OH:1][C:2]1[C:15]2[O:14][C:13]3[C:8](=[CH:9][CH:10]=[CH:11][CH:12]=3)[C:7](=[O:16])[C:6]=2[CH:5]=[CH:4][CH:3]=1.C(=O)([O-])[O-].[K+].[K+].[Cl:23][C:24]1[CH:29]=[C:28]([Cl:30])[CH:27]=[C:26]([Cl:31])[C:25]=1[P:32](Cl)(=[O:36])[O:33][CH2:34][CH3:35]>C(#N)C>[Cl:23][C:24]1[CH:29]=[C:28]([Cl:30])[CH:27]=[C:26]([Cl:31])[C:25]=1[P:32](=[O:36])([O:1][C:2]1[C:15]2[O:14][C:13]3[C:8](=[CH:9][CH:10]=[CH:11][CH:12]=3)[C:7](=[O:16])[C:6]=2[CH:5]=[CH:4][CH:3]=1)[O:33][CH2:34][CH3:35] |f:1.2.3|. Procedure details: 4-Hydroxyxanthen-9-one (0.01 mole), acetonitrile (25 ml) and potassium carbonate (0.01 mole) are charged into a glass reaction vessel fitted with a mechanical stirrer and thermometer. O-Ethyl (2,4,6-trichlorophenyl)phosphonochloridate (0.01 mole) in acetonitrile (6 ml) is added dropwise, with stirring, at room temperature. The reaction mixture is stirred for a period of about 48 hours at a temperature of from about 35° C. to 50° C. It is then cooled to room temperature and filtered. Solvent is s... Reactants: N(=O)[O-].[Na+] (sodium nitrite), ClC1=CC(=C(OC2=CC(=C(C=C2)N)N)C=C1)CN1N=CN=C1 (4-[4-chloro-2-(1H-1,2,4-triazol-1-ylmethyl)phenoxy]-1,2-phenylenediamine), C(O)([O-])=O.[Na+] (sodium hydrogen carbonate). Run in OS(=O)(=O)O (H2SO4). Conditions: time 2 hour. Product: ClC1=CC(=C(OC2=CC3=C(NN=N3)C=C2)C=C1)CN1N=CN=C1 (5-[4-chloro-2-(1H-1,2,4-triazol-1-ylmethyl)phenoxy]-1H-benzotriazole). Yield: 90.6%. As a reaction SMILES: [Cl:1][C:2]1[CH:16]=[CH:15][C:5]([O:6][C:7]2[CH:12]=[CH:11][C:10]([NH2:13])=[C:9]([NH2:14])[CH:8]=2)=[C:4]([CH2:17][N:18]2[CH:22]=[N:21][CH:20]=[N:19]2)[CH:3]=1.[N:23]([O-])=O.[Na+].C(=O)([O-])O.[Na+]>OS(O)(=O)=O>[Cl:1][C:2]1[CH:16]=[CH:15][C:5]([O:6][C:7]2[CH:12]=[CH:11][C:10]3[NH:13][N:23]=[N:14][C:9]=3[CH:8]=2)=[C:4]([CH2:17][N:18]2[CH:22]=[N:21][CH:20]=[N:19]2)[CH:3]=1 |f:1.2,3.4|. Procedure: 4-[4-Chloro-2-(1H-1,2,4-triazol-1-ylmethyl)phenoxy]-1,2-phenylenediamine (3.2 g) from Example 39 was dissolved with 10% H2SO4 (30 ml) under ice cooling, followed by addition of an aqueous solution (3 ml) of sodium nitrite (1.4 g), and the temperature of the resulting solution was raised up to room temperature for stirring for 2 hours. The solution was neutralized, with an aqueous sodium hydrogen carbonate, and then extracted twice with methylene chloride. The organic phase was dried over anhydro...